Dataset: the Open Reaction Database (ORD), a public repository of structured organic reaction records. Task: describe an organic reaction: reactants, conditions, products, and yield Starting materials: Cc1nc(Br)cn1C, CCOC(=O)Cc1cccc(Oc2ccc(B3OC(C)(C)C(C)(C)O3)cc2CN2C(=O)OC(c3ccccc3)C2C)c1. The product is CCOC(=O)Cc1cccc(Oc2ccc(-c3cn(C)c(C)n3)cc2CN2C(=O)OC(c3ccccc3)C2C)c1. As a reaction SMILES: [Br:43][c:44]1[n:45][c:46]([CH3:50])[n:47]([CH3:49])[cH:48]1.[CH2:1]([CH3:2])[O:3][C:4]([CH2:5][c:6]1[cH:7][c:8]([O:12][c:13]2[c:14]([CH2:28][N:29]3[C:30](=[O:41])[O:31][CH:32]([c:35]4[cH:36][cH:37][cH:38][cH:39][cH:40]4)[CH:33]3[CH3:34])[cH:15][c:16]([B:19]3[O:20][C:21]([CH3:22])([CH3:23])[C:24]([CH3:25])([CH3:26])[O:27]3)[cH:17][cH:18]2)[cH:9][cH:10][cH:11]1)=[O:42]>>[CH2:1]([CH3:2])[O:3][C:4]([CH2:5][c:6]1[cH:7][c:8]([O:12][c:13]2[c:14]([CH2:28][N:29]3[C:30](=[O:41])[O:31][CH:32]([c:35]4[cH:36][cH:37][cH:38][cH:39][cH:40]4)[CH:33]3[CH3:34])[cH:15][c:16](-[c:44]3[n:45][c:46]([CH3:50])[n:47]([CH3:49])[cH:48]3)[cH:17][cH:18]2)[cH:9][cH:10][cH:11]1)=[O:42]. The reactants are CO, N, O=C(O)c1cncc(O)c1. Product: COC(=O)c1cncc(O)c1. Reaction SMILES: [CH3:12][OH:13].[NH3:11].[OH:1][c:2]1[cH:3][n:4][cH:5][c:6]([C:7](=[O:8])[OH:9])[cH:10]1>>[OH:1][c:2]1[cH:3][n:4][cH:5][c:6]([C:7](=[O:8])[O:9][CH3:12])[cH:10]1. The product is Cl.Cl.NC=1C(=C(C=C(C1OCC)N)Cl)OCC (3,5-diamino-2,4-diethoxychlorobenzene dihydrochloride). The reagents and catalysts are [Fe] (iron), [Fe] (iron). Run in C(C)(=O)OCC (ethyl acetate). Reported procedure: 170 g of powdered iron which had been reduced with hydrogen were added to 450 ml of water containing 8.5 ml of acetic acid which had previously been heated to 80° C., and then 0.3 mole (87 g) of 3,5-dinitro-2,4-diethoxychlorobenzene was added gradually, with stirring. Upon completion of the additions, the reaction mixture was maintained in a boiling water bath for 30 additional minutes. After cooling, the reaction mixture was centrifuged. The iron slurries were made to a paste again with ethyl a... Reactants: [H][H] (hydrogen), [N+](=O)([O-])C=1C(=C(C=C(C1OCC)[N+](=O)[O-])Cl)OCC (3,5-dinitro-2,4-diethoxychlorobenzene), O (water), C(C)(=O)O (acetic acid). Reaction SMILES: [H][H].O.C(O)(=O)C.[N+:8]([C:11]1[C:12]([O:24][CH2:25][CH3:26])=[C:13]([Cl:23])[CH:14]=[C:15]([N+:20]([O-])=O)[C:16]=1[O:17][CH2:18][CH3:19])([O-])=O>[Fe].C(OCC)(=O)C>[ClH:23].[ClH:23].[NH2:8][C:11]1[C:12]([O:24][CH2:25][CH3:26])=[C:13]([Cl:23])[CH:14]=[C:15]([NH2:20])[C:16]=1[O:17][CH2:18][CH3:19] |f:6.7.8|. Run at temperature 80 celsius. Reactants: ClS(=O)(=O)O (chlorosulfonic acid), C1(=CC=CC=C1)C(=O)O (phenylcarboxylic acid), ClS(=O)(=O)O (Chlorosulfonic acid), C1(=CC=CC=C1)C(=O)O (phenylcarboxylic acid). Conditions: temperature 0 celsius. Product: SOC(=O)C1=CC=CC=C1 (mercaptophenylcarboxylic acid), ClS(=O)(=O)OC(=O)C1=CC=CC=C1 (chlorosulfonylphenylcarboxylic acid). RXN SMILES: [Cl:1][S:2]([OH:5])(=[O:4])=[O:3].[C:6]1([C:12]([OH:14])=[O:13])[CH:11]=[CH:10][CH:9]=[CH:8][CH:7]=1>>[SH:2][O:5][C:12]([C:6]1[CH:11]=[CH:10][CH:9]=[CH:8][CH:7]=1)=[O:13].[Cl:1][S:2]([O:13][C:12]([C:6]1[CH:11]=[CH:10][CH:9]=[CH:8][CH:7]=1)=[O:14])(=[O:4])=[O:3]. Reported procedure: In one step, a mercaptophenylcarboxylic acid is prepared, preferably from the following general procedure. Chlorosulfonic acid is added, preferably dropwise, to a reaction vessel containing a phenylcarboxylic acid. The reaction vessel is preferably equipped with a mechanical stirrer or other agitation means. About 2 to about 20 mols of chlorosulfonic acid are utilized per mol of phenylcarboxylic acid while maintaining the temperature of the reaction mixture at about 0° C. plus or minus about 10°... The reactants are [C-]#N.[Na+] (NaCN), [OH-].[NH4+] (ammonium hydroxide), BrC1=CC(=CC=C1)C(F)(F)F (1-Bromo-3-trifluoromethylbenzene), CNCCNC (N,N′-dimethylethylenediamine). Reagents/catalysts: [Cu]I (CuI). Run in O (water), C(C)(=O)OCC (ethyl acetate), C1(=CC=CC=C1)C (toluene). Reaction conditions: temperature 110 celsius, time 24 hour. Product: FC(C=1C=C(C#N)C=CC1)(F)F (3-Trifluoromethylbenzonitrile). Reaction SMILES: [C-]#N.[Na+].Br[C:5]1[CH:10]=[CH:9][CH:8]=[C:7]([C:11]([F:14])([F:13])[F:12])[CH:6]=1.[CH3:15][NH:16]CCNC.[OH-].[NH4+]>[Cu]I.O.C(OCC)(=O)C.C1(C)C=CC=CC=1>[F:12][C:11]([F:14])([F:13])[C:7]1[CH:6]=[C:5]([CH:10]=[CH:9][CH:8]=1)[C:15]#[N:16] |f:0.1,4.5|. Procedure details: An oven dried screw cap test tube was charged with NaCN (125 mg, 2.551 mmol), dried KI (60 mg, 0.361 mmol, 17 mol %) and CuI (40 mg, 0.210 mmol, 10 mol %), evacuated and backfilled with argon three times. 1-Bromo-3-trifluoromethylbenzene (295 μL, 2.115 mmol), N,N′-dimethylethylenediamine (225 μL, 2.110 mmol) and anhydrous toluene (1.4 mL) were added under argon. The tube was sealed and the reaction mixture was stirred magnetically at 110° C. for 24 h. The resulting yellow suspension was cooled t...